Dataset: the Open Reaction Database (ORD), a public repository of structured organic reaction records. Task: describe an organic reaction: reactants, conditions, products, and yield The reactants are [BH4-], CCOC(=O)C1CCCC1=O, CO, [Na+]. Product: CCOC(=O)C1CCCC1O. RXN SMILES: [BH4-:1].[CH2:3]([CH3:4])[O:5][C:6](=[O:7])[CH:8]1[C:9](=[O:13])[CH2:10][CH2:11][CH2:12]1.[CH3:14][OH:15].[Na+:2]>>[CH2:3]([CH3:4])[O:5][C:6](=[O:7])[CH:8]1[CH:9]([OH:13])[CH2:10][CH2:11][CH2:12]1. Starting materials: CCc1nc2ccccc2n1-c1nc(N2CCOCC2)c2nc(C3(OC)CNC3)n(C)c2n1, C=CS(C)(=O)=O. Product: CCc1nc2ccccc2n1-c1nc(N2CCOCC2)c2nc(C3(OC)CN(CCS(C)(=O)=O)C3)n(C)c2n1. Reaction SMILES: [CH2:1]([CH3:2])[c:3]1[n:4][c:5]2[c:6]([n:7]1-[c:8]1[n:9][c:10]([N:24]3[CH2:25][CH2:26][O:27][CH2:28][CH2:29]3)[c:11]3[n:12][c:13]([C:18]4([O:22][CH3:23])[CH2:19][NH:20][CH2:21]4)[n:14]([CH3:17])[c:15]3[n:16]1)[cH:30][cH:31][cH:32][cH:33]2.[CH3:34][S:35](=[O:36])(=[O:37])[CH:38]=[CH2:39]>>[CH2:1]([CH3:2])[c:3]1[n:4][c:5]2[c:6]([n:7]1-[c:8]1[n:9][c:10]([N:24]3[CH2:25][CH2:26][O:27][CH2:28][CH2:29]3)[c:11]3[n:12][c:13]([C:18]4([O:22][CH3:23])[CH2:19][N:20]([CH2:39][CH2:38][S:35]([CH3:34])(=[O:36])=[O:37])[CH2:21]4)[n:14]([CH3:17])[c:15]3[n:16]1)[cH:30][cH:31][cH:32][cH:33]2.